The task is: describe an organic reaction: reactants, conditions, products, and yield. This data is from the Open Reaction Database (ORD), a public repository of structured organic reaction records. The reactants are ClCC(=O)NC=1SC=C(N1)C(C(=O)NC1C(N(C1)S(=O)(=O)[O-])=O)=NOC.[Na+] (sodium 3-[2-(2-chloroacetamido-4-thiazolyl)-2-methoxyiminoacetamido]-2-oxoazetidine-1-sulfonate), CNC([S-])=S.[Na+] (sodium N-methyldithiocarbamate). The solvent is O (water). Yields the product NC=1SC=C(N1)C(C(=O)NC1C(N(C1)S(=O)(=O)[O-])=O)=NOC.[Na+] (sodium 3-[2-(2-amino-4-thiazolyl)-2-methoxyiminoacetamido]-2-oxoazetidine-1-sulfonate). Reaction SMILES: ClCC([NH:5][C:6]1[S:7][CH:8]=[C:9]([C:11](=[N:24][O:25][CH3:26])[C:12]([NH:14][CH:15]2[CH2:18][N:17]([S:19]([O-:22])(=[O:21])=[O:20])[C:16]2=[O:23])=[O:13])[N:10]=1)=O.[Na+:27].CNC(=S)[S-].[Na+]>O>[NH2:5][C:6]1[S:7][CH:8]=[C:9]([C:11](=[N:24][O:25][CH3:26])[C:12]([NH:14][CH:15]2[CH2:18][N:17]([S:19]([O-:22])(=[O:20])=[O:21])[C:16]2=[O:23])=[O:13])[N:10]=1.[Na+:27] |f:0.1,2.3,5.6|. Procedure details: The crude sodium 3-[2-(2-chloroacetamido-4-thiazolyl)-2-methoxyiminoacetamido]-2-oxoazetidine-1-sulfonate (syn-isomer) obtained above (0.556 g) is dissolved in 8 ml of water, and to the solution is added 0.172 g of sodium N-methyldithiocarbamate under ice-cooling and stirring. The mixture is stirred for 3 hours, after which any insoluble matter is filtered off. The filtrate is purified by XAD-II chromatography to yield 0.174 g of sodium 3-[2-(2-amino-4-thiazolyl)-2-methoxyiminoacetamido]-2-oxoaz... The reactants are C(C)(C)(C)OC(=O)N1C=C(C2=CC(=CC=C12)C(=O)O)I (1-(tert-butoxycarbonyl)-3-iodo-1H-indole-5-carboxylic acid), CCN=C=NCCCN(C)C.Cl (EDC.HCl). The solvent is CN(C)C=O (DMF). Reaction conditions: time 3 hour. Yields the product C(N)(=O)C=1C=C2C(=CN(C2=CC1)C(=O)OC(C)(C)C)I (tert-butyl 5-carbamoyl-3-iodo-1H-indole-1-carboxylate), solid. Yield: 50.0%. Reaction SMILES: [C:1]([O:5][C:6]([N:8]1[C:16]2[C:11](=[CH:12][C:13]([C:17](O)=[O:18])=[CH:14][CH:15]=2)[C:10]([I:20])=[CH:9]1)=[O:7])([CH3:4])([CH3:3])[CH3:2].CC[N:23]=C=NCCCN(C)C.Cl>CN(C=O)C>[C:17]([C:13]1[CH:12]=[C:11]2[C:16](=[CH:15][CH:14]=1)[N:8]([C:6]([O:5][C:1]([CH3:4])([CH3:3])[CH3:2])=[O:7])[CH:9]=[C:10]2[I:20])(=[O:18])[NH2:23] |f:1.2|. Procedure details: To solution of 1-(tert-butoxycarbonyl)-3-iodo-1H-indole-5-carboxylic acid (1 g, 2.57 mmol) in DMF (10 mL) at 0° C. was added EDC.HCl (741 mg, 3.86 mmol) and HOBT-NH3 complex (825 mg, 5.15 mmol). The reaction mixture was stirred at RT for 3 h and then extracted with DCM (15 mL). The organic layer was washed with brine, dried over Na2SO4, filtered, and concentrated to dryness. The crude product was purified by column chromatography to obtain title compound as an off white solid (550 mg, 50%). MS (... The reactants are CC(C)=O, COC(=O)CCCC=CCC1C(O)CC(O)C1C=CC(O[Si](c1ccccc1)(c1ccccc1)C(C)(C)C)c1cc2ccccc2s1. Yields the product COC(=O)CCCC=CCC1C(O)CC(=O)C1C=CC(O[Si](c1ccccc1)(c1ccccc1)C(C)(C)C)c1cc2ccccc2s1. RXN SMILES: [CH3:48][C:49](=[O:50])[CH3:51].[s:1]1[c:2]2[c:3]([cH:4][c:5]1[CH:6]([CH:7]=[CH:8][CH:9]1[CH:10]([CH2:16][CH:17]=[CH:18][CH2:19][CH2:20][CH2:21][C:22](=[O:23])[O:24][CH3:25])[CH:11]([OH:15])[CH2:12][CH:13]1[OH:14])[O:26][Si:27]([c:28]1[cH:29][cH:30][cH:31][cH:32][cH:33]1)([c:34]1[cH:35][cH:36][cH:37][cH:38][cH:39]1)[C:40]([CH3:41])([CH3:42])[CH3:43])[cH:44][cH:45][cH:46][cH:47]2>>[s:1]1[c:2]2[c:3]([cH:4][c:5]1[CH:6]([CH:7]=[CH:8][CH:9]1[CH:10]([CH2:16][CH:17]=[CH:18][CH2:19][CH2:20][CH2:21][C:22](=[O:23])[O:24][CH3:25])[CH:11]([OH:15])[CH2:12][C:13]1=[O:14])[O:26][Si:27]([c:28]1[cH:29][cH:30][cH:31][cH:32][cH:33]1)([c:34]1[cH:35][cH:36][cH:37][cH:38][cH:39]1)[C:40]([CH3:41])([CH3:42])[CH3:43])[cH:44][cH:45][cH:46][cH:47]2. Reactants: N#Cc1c(F)cccc1Br, [F-], CC1(C)OB(c2cc([N+](=O)[O-])ccc2F)OC1(C)C, [K+], C1CCOC1. The product is N#Cc1c(F)cccc1-c1cc([N+](=O)[O-])ccc1F. RXN SMILES: [Br:1][c:2]1[c:3]([C:4]#[N:5])[c:6]([F:10])[cH:7][cH:8][cH:9]1.[F-:11].[F:13][c:14]1[c:15]([B:23]2[O:24][C:25]([CH3:26])([CH3:27])[C:28]([CH3:29])([CH3:30])[O:31]2)[cH:16][c:17]([N+:20](=[O:21])[O-:22])[cH:18][cH:19]1.[K+:12].[O:32]1[CH2:33][CH2:34][CH2:35][CH2:36]1>>[c:2]1(-[c:15]2[c:14]([F:13])[cH:19][cH:18][c:17]([N+:20](=[O:21])[O-:22])[cH:16]2)[c:3]([C:4]#[N:5])[c:6]([F:10])[cH:7][cH:8][cH:9]1.